From a dataset of the Open Reaction Database (ORD), a public repository of structured organic reaction records. describe an organic reaction: reactants, conditions, products, and yield Starting materials: C(C)(C)(C)OC(COC1=C(C=C(C=C1)SC(C)=O)C)=O ((4-acetylsulfanyl-2-methyl-phenoxy)-acetic acid tert-butyl ester), FC(OC1=CC=C(C=C1)C#CCCCOS(=O)(=O)C)(F)F (methanesulfonic acid 5-(4-trifluoromethoxy-phenyl)-pent-4-ynyl ester). The product is C(C)(C)(C)OC(COC1=C(C=C(C=C1)SCCCC#CC1=CC=C(C=C1)OC(F)(F)F)C)=O ({2-Methyl-4-[5-(4-trifluoromethoxy-phenyl)-pent-4-ynylsulfanyl]-phenoxy}-acetic acid tert-butyl ester). Reaction SMILES: [C:1]([O:5][C:6](=[O:20])[CH2:7][O:8][C:9]1[CH:14]=[CH:13][C:12]([S:15][C:16](=O)[CH3:17])=[CH:11][C:10]=1[CH3:19])([CH3:4])([CH3:3])[CH3:2].[F:21][C:22]([F:41])([F:40])[O:23][C:24]1[CH:29]=[CH:28][C:27]([C:30]#[C:31][CH2:32]CCOS(C)(=O)=O)=[CH:26][CH:25]=1>>[C:1]([O:5][C:6](=[O:20])[CH2:7][O:8][C:9]1[CH:14]=[CH:13][C:12]([S:15][CH2:16][CH2:17][CH2:32][C:31]#[C:30][C:27]2[CH:26]=[CH:25][C:24]([O:23][C:22]([F:21])([F:40])[F:41])=[CH:29][CH:28]=2)=[CH:11][C:10]=1[CH3:19])([CH3:4])([CH3:3])[CH3:2]. Procedure: In analogy to the procedure described in example 1D], (4-acetylsulfanyl-2-methyl-phenoxy)-acetic acid tert-butyl ester (example 4A]) was reacted with methanesulfonic acid 5-(4-trifluoromethoxy-phenyl)-pent-4-ynyl ester (example 1G]) to give the title compound a light yellow oil. Reactants: CCOC(=O)c1csc(Br)n1, CCO, Cl, [Na+], [OH-], O. As a reaction SMILES: [Br:1][c:2]1[s:3][cH:4][c:5]([C:7](=[O:8])[O:9][CH2:10][CH3:11])[n:6]1.[CH3:15][CH2:16][OH:17].[ClH:14].[Na+:13].[OH-:12].[OH2:18]>>[Br:1][c:2]1[s:3][cH:4][c:5]([C:7](=[O:8])[OH:9])[n:6]1. Yields the product O=C(O)c1csc(Br)n1. Reactants: C1(=CC=CC=C1)C(=C)C1=CC=CC=C1 (1,1-diphenylethlyene), BrC1=CC=C(C=C1)C(C(=O)OC)=[N+]=[N-] (methyl 2-(4-bromophenyl)-2-diazoacetate). Run at time 8 hour. Yields the product BrC1=CC=C(C=C1)[C@]1(C(C1)(C1=CC=CC=C1)C1=CC=CC=C1)C(=O)OC ((R)-methyl 1-(4-bromophenyl)-2,2-diphenylcyclopropanecarboxylate). Isolated yield 88.0%. As a reaction SMILES: [C:1]1([C:7]([C:9]2[CH:14]=[CH:13][CH:12]=[CH:11][CH:10]=2)=[CH2:8])[CH:6]=[CH:5][CH:4]=[CH:3][CH:2]=1.[Br:15][C:16]1[CH:21]=[CH:20][C:19]([C:22](=[N+]=[N-])[C:23]([O:25][CH3:26])=[O:24])=[CH:18][CH:17]=1>>[Br:15][C:16]1[CH:21]=[CH:20][C:19]([C@:22]2([C:23]([O:25][CH3:26])=[O:24])[CH2:8][C:7]2([C:1]2[CH:6]=[CH:5][CH:4]=[CH:3][CH:2]=2)[C:9]2[CH:14]=[CH:13][CH:12]=[CH:11][CH:10]=2)=[CH:18][CH:17]=1. Procedure: To a flame-dried round bottom flask kept under a dry atmosphere of argon, was added Rh2(RDOSP)4 (0.01 equiv., 382 mg), 1,1-diphenylethlyene 11 (2.32 equiv., 8.16 mL), and dry degassed pentane (100 mL). A solution of freshly prepared methyl 2-(4-bromophenyl)-2-diazoacetate 12 (1.0 equiv., 5.1 g) in dry, degassed pentane (150 mL) was added to the former solution drop-wise over 3 hours at room temperature. The mixture was allowed to stir overnight, and then concentrated in vacuo. The crude material... Procedure: An amount of 125 g of benzyl alcohol is stirred and 0.3 g of finely cut sodium metal (0.013 mole) is added and the mixture then stirred under nitrogen for 2.5 hours. Then with stirring, 27.79 g of N,N-bis(2,3-epoxypropyl)benzylamine (0.15 mole) is added to the reaction mixture and stirring at room temperature continued for 0.5 hour, followed by heating the mixture at reflux for 16 hours. The mixture is then cooled to room temperature and poured into 400 ml of water. The aqueous mixture is extrac... Reaction SMILES: [CH2:1]([OH:8])[C:2]1[CH:7]=[CH:6][CH:5]=[CH:4][CH:3]=1.[Na].[O:10]1[CH2:25][CH:11]1[CH2:12][N:13]([CH2:18][C:19]1[CH:24]=[CH:23]C=CC=1)[CH2:14][CH:15]1[O:17][CH2:16]1>O>[CH2:18]([N:13]1[CH2:14][CH:15]([CH2:16][O:8][CH2:1][C:2]2[CH:7]=[CH:6][CH:5]=[CH:4][CH:3]=2)[O:17][CH:11]([CH2:25][OH:10])[CH2:12]1)[CH2:19][CH2:24][CH3:23] |^1:8|. Isolated yield 65.0%. Starting materials: C(C1=CC=CC=C1)O (benzyl alcohol), [Na] (sodium), O1C(CN(CC2CO2)CC2=CC=CC=C2)C1 (N,N-bis(2,3-epoxypropyl)benzylamine). Yields the product C(CCC)N1CC(OC(C1)COCC1=CC=CC=C1)CO (4-Butyl-6-[(phenylmethoxy)methyl]-2-morpholinemethanol). The solvent is O (water). Conditions: time 2.5 hour. The product is CCCCCCC(OC(=O)c1ccc(N)cc1)C(F)(F)F. Reactants: CCO, CCCCCCC(OC(=O)c1ccc([N+](=O)[O-])cc1)C(F)(F)F. Reaction SMILES: [CH3:24][CH2:25][OH:26].[N+:1]([O-:2])(=[O:3])[c:4]1[cH:5][cH:6][c:7]([C:8](=[O:9])[O:10][CH:11]([C:12]([F:13])([F:14])[F:15])[CH2:16][CH2:17][CH2:18][CH2:19][CH2:20][CH3:21])[cH:22][cH:23]1>>[NH2:1][c:4]1[cH:5][cH:6][c:7]([C:8](=[O:9])[O:10][CH:11]([C:12]([F:13])([F:14])[F:15])[CH2:16][CH2:17][CH2:18][CH2:19][CH2:20][CH3:21])[cH:22][cH:23]1.